The task is: describe an organic reaction: reactants, conditions, products, and yield. This data is from the Open Reaction Database (ORD), a public repository of structured organic reaction records. The reactants are CCO, [K+], Nc1ccc(Cl)cc1CO, [OH-], S=C=S. Product: S=C1Nc2ccc(Cl)cc2CS1. RXN SMILES: [CH3:16][CH2:17][OH:18].[K+:5].[NH2:6][c:7]1[c:8]([CH2:9][OH:10])[cH:11][c:12]([Cl:15])[cH:13][cH:14]1.[OH-:4].[S:1]=[C:2]=[S:3]>>[S:1]1[C:2](=[S:3])[NH:6][c:7]2[c:8]([cH:11][c:12]([Cl:15])[cH:13][cH:14]2)[CH2:9]1. Reactants: O (Water), C1(CC(CC1)=O)=O (cyclopentane-1,3-dione), C(C1=CC=CC=C1)O (benzyl alcohol), C1(=CC=C(C=C1)S(=O)(=O)O)C (para-toluenesulfonic acid). The solvent is C1(=CC=CC=C1)C (toluene). Product: C(C1=CC=CC=C1)OC1=CC(CC1)=O (3-(Benzyloxy)cyclopent-2-enone). As a reaction SMILES: [C:1]1(=[O:7])[CH2:5][CH2:4][C:3](=[O:6])[CH2:2]1.[CH2:8](O)[C:9]1[CH:14]=[CH:13][CH:12]=[CH:11][CH:10]=1.C1(C)C=CC(S(O)(=O)=O)=CC=1.O>C1(C)C=CC=CC=1>[CH2:8]([O:6][C:3]1[CH2:4][CH2:5][C:1](=[O:7])[CH:2]=1)[C:9]1[CH:14]=[CH:13][CH:12]=[CH:11][CH:10]=1. Procedure: A mixture of cyclopentane-1,3-dione (2.00 g, 20.4 mmol), benzyl alcohol (2.11 mL, 20.4 mmoL) and para-toluenesulfonic acid (35 mg, 0.20 mmol) in toluene (10.0 mL) is heated at reflux over night. Water is added, and the mixture is extracted with dichloromethane. The organic layer is concentrated, and the residue is purified by flash chromatography on silica (gradient cyclohexane/ethyl acetate 9:1 to cyclohexane/ethyl acetate 1:4). Yield: 1.66 g; ESI mass spectrum: [M+H]+=189; Retention time HPLC:... RXN SMILES: [NH2:1][C@H:2]1[CH2:11][C:10]2[C:5](=[CH:6][CH:7]=[C:8]([C:12]#[N:13])[CH:9]=2)[NH:4][CH2:3]1.[CH:14]1([N:20]=[C:21]=[O:22])[CH2:19][CH2:18][CH2:17][CH2:16][CH2:15]1>>[C:12]([C:8]1[CH:9]=[C:10]2[C:5](=[CH:6][CH:7]=1)[NH:4][CH2:3][C@@H:2]([NH:1][C:21]([NH:20][CH:14]1[CH2:19][CH2:18][CH2:17][CH2:16][CH2:15]1)=[O:22])[CH2:11]2)#[N:13]. Procedure details: The title compound was prepared from (S)-3-amino-1,2,3,4-tetrahydroquinoline-6-carbonitrile (52 mg, 0.3 mmol), prepared as described in Example 1F, and cyclohexyl isocyanate by procedures analogous to those described in Example 41A. Product: C(#N)C=1C=C2C[C@@H](CNC2=CC1)NC(=O)NC1CCCCC1 ((S)-1-[6-Cyano-1,2,3,4-tetrahydroquinolin-3-yl]-3-cyclohexyl-urea). Reactants: N[C@@H]1CNC2=CC=C(C=C2C1)C#N ((S)-3-amino-1,2,3,4-tetrahydroquinoline-6-carbonitrile), C1(CCCCC1)N=C=O (cyclohexyl isocyanate). Starting materials: B.C1CCOC1 (BH3/THF), CNC(=O)C=1OC2=C(C1)C=CC=C2 (N-methylbenzofuran-2-carboxamide). The solvent is CO (methanol). Product: CNCC=1OC2=C(C1)C=CC=C2 (2-(Methylaminomethyl)benzofuran). The yield is 12.4%. Reaction SMILES: B.C1COCC1.[CH3:7][NH:8][C:9]([C:11]1[O:12][C:13]2[CH:19]=[CH:18][CH:17]=[CH:16][C:14]=2[CH:15]=1)=O>CO>[CH3:7][NH:8][CH2:9][C:11]1[O:12][C:13]2[CH:19]=[CH:18][CH:17]=[CH:16][C:14]=2[CH:15]=1 |f:0.1|. Procedure: To a solution of 1.0 M BH3/THF (30 mL, 30 mmole) at 0° C. was added N-methylbenzofuran-2-carboxamide (1.75 g, 10 mmole). The reaction mixture was allowed to warm to RT, then was heated at reflux overnight. The reaction was cooled to 0° C. and excess methanol was added. The resulting solution was concentrated in vacuo and the residue was purified by flash chromatography on silica gel (3% MeOH/CH2Cl2). The tile compound (0.2 g, 12%) was obtained as a white solid: MS (ES) m/e 162 (M+H)+. Reactants: COc1ccc2c(Cl)nc(Nc3cc(C)[nH]n3)cc2c1, Nc1ccc(F)cc1. Product: COc1ccc2c(Nc3ccc(F)cc3)nc(Nc3cc(C)[nH]n3)cc2c1. Reaction SMILES: [Cl:1][c:2]1[n:3][c:4]([NH:14][c:15]2[n:16][nH:17][c:18]([CH3:20])[cH:19]2)[cH:5][c:6]2[cH:7][c:8]([O:12][CH3:13])[cH:9][cH:10][c:11]12.[F:21][c:22]1[cH:23][cH:24][c:25]([NH2:28])[cH:26][cH:27]1>>[c:2]1([NH:28][c:25]2[cH:24][cH:23][c:22]([F:21])[cH:27][cH:26]2)[n:3][c:4]([NH:14][c:15]2[n:16][nH:17][c:18]([CH3:20])[cH:19]2)[cH:5][c:6]2[cH:7][c:8]([O:12][CH3:13])[cH:9][cH:10][c:11]12. Starting materials: O=C=O, CC(=O)NCC(=O)O, CC(N)=O, COCCOC, Cl, O, O=C(O)CNCC(=O)O. RXN SMILES: [C:7](=[O:8])=[O:9].[CH3:19][C:20]([NH:21][CH2:22][C:23](=[O:24])[OH:25])=[O:26].[CH3:1][C:2]([NH2:3])=[O:4].[CH3:27][O:28][CH2:29][CH2:30][O:31][CH3:32].[ClH:6].[OH2:5].[OH:10][C:11](=[O:12])[CH2:13][NH:14][CH2:15][C:16]([OH:17])=[O:18]>>[CH3:1][C:2](=[O:4])[N:14]([CH2:13][C:11]([OH:10])=[O:12])[CH2:15][C:16]([OH:17])=[O:18]. Yields the product CC(=O)N(CC(=O)O)CC(=O)O. The reactants are O1C(CCC(=CCOC2=CC3=C(CCO3)C=C2)C)C1(CC)C (6-[(6,7-epoxy-3,7-dimethyl-2-nonenyl)-oxy]-2,3-dihydrobenzofuran), [H][H] (hydrogen). Reagents/catalysts: [Pt]=O (platinum oxide). Solvent: C(C)(=O)OCC (ethyl acetate). Yields the product O1C(CCC(CCOC2=CC3=C(CCO3)C=C2)C)C1(CC)C (6-[(6,7-epoxy-3,7-dimethylnonyl)-oxy]-2,3-dihydrobenzofuran). RXN SMILES: [O:1]1[C:19]([CH3:22])([CH2:20][CH3:21])[CH:2]1[CH2:3][CH2:4][C:5]([CH3:18])=[CH:6][CH2:7][O:8][C:9]1[CH:17]=[CH:16][C:12]2[CH2:13][CH2:14][O:15][C:11]=2[CH:10]=1.[H][H]>[Pt]=O.C(OCC)(=O)C>[O:1]1[C:19]([CH3:22])([CH2:20][CH3:21])[CH:2]1[CH2:3][CH2:4][CH:5]([CH3:18])[CH2:6][CH2:7][O:8][C:9]1[CH:17]=[CH:16][C:12]2[CH2:13][CH2:14][O:15][C:11]=2[CH:10]=1. Reported procedure: 1.0 g. of 6-[(6,7-epoxy-3,7-dimethyl-2-nonenyl)-oxy]-2,3-dihydrobenzofuran is dissolved in 25 ml. of ethyl acetate and hydrogenated in the presence of 50 mg. of platinum oxide until the theoretical amount of hydrogen has been taken up. The catalyst is then removed by filtration and the filtrate evaporated. By chromatography on silica gel using hexane/diethyl ether (19:1 parts by volume) there is obtained pure 6-[(6,7-epoxy-3,7-dimethylnonyl)-oxy]-2,3-dihydrobenzofuran; nD20 = 1.5118. Starting materials: BrN1C(CCC1=O)=O (N-bromosuccinimide), N1=CC=C(C=C1)CC1=CC=C(N)C=C1 (4-(4-pyridylmethyl)aniline). The solvent is CN(C=O)C (dimethylformamide), CN(C=O)C (dimethylformamide), C(C)OCC (diethyl ether). Reaction conditions: time 1 hour. The product is BrC1=C(N)C=CC(=C1)CC1=CC=NC=C1 (2-Bromo-4-(4-pyridylmethyl)aniline). Reaction SMILES: [Br:1]N1C(=O)CCC1=O.[N:9]1[CH:14]=[CH:13][C:12]([CH2:15][C:16]2[CH:22]=[CH:21][C:19]([NH2:20])=[CH:18][CH:17]=2)=[CH:11][CH:10]=1>CN(C)C=O.C(OCC)C>[Br:1][C:18]1[CH:17]=[C:16]([CH2:15][C:12]2[CH:13]=[CH:14][N:9]=[CH:10][CH:11]=2)[CH:22]=[CH:21][C:19]=1[NH2:20]. Procedure details: A solution of 18.34 g (0.103 mol) of N-bromosuccinimide in 60 ml of dimethylformamide is added dropwise, shielded from light, to a solution of 20 g (0.1084 mol) of 4-(4-pyridylmethyl)aniline in 180 ml of dimethylformamide. After 1 hour, the solvent is evaporated off under reduced pressure and the solid is taken up in 200 ml of dichloromethane. The solution is subsequently washed with 100 ml of water and then with 100 ml of a saturated sodium chloride solution. After customary treatment of the or... Reactants: C(C)(C)(C)OC(=O)C1=NC=CC(=C1)OC1=CC2=C(N(C(=N2)NC2=CC=C(C=C2)Cl)C)C=C1 (tert-butyl4-(2-{[4-chlorophenyl]amino)-1-methylbenzimidazol-5-yloxy)pyridine-2-carboxylate), C(C)(C)(C)OC(=O)C1=NC=CC(=C1)OC1=CC(=C(C=C1OC)NC)N (tert-butyl4-[3-amino-6-methoxy-4-(methylamino)phenoxy]pyridine-2-carboxylate), NC(=S)N (thiourea), IC (iodomethane), FC(C(=O)O)(F)F (trifluoroacetic acid). Solvent: CO (methanol), C(Cl)Cl (methylene chloride). Run at time 16 hour. Yields the product ClC1=CC=C(C=C1)NC1=NC2=C(N1C)C=C(C(=C2)OC2(NC=CC=C2)C(=O)O)OC (2-{[4-chlorophenylamino)-6-methoxy-1-methylbenzimidazol-5-yloxy)pyridine-2-carboxylic acid). As a reaction SMILES: C([O:5][C:6]([C:8]1[CH:13]=[C:12](OC2C(OC)=CC(NC)=C(N)C=2)[CH:11]=[CH:10][N:9]=1)=[O:7])(C)(C)C.NC(N)=S.IC.C(OC(C1C=C([O:45][C:46]2[CH:63]=[CH:62][C:49]3[N:50]([CH3:61])[C:51]([NH:53][C:54]4[CH:59]=[CH:58][C:57]([Cl:60])=[CH:56][CH:55]=4)=[N:52][C:48]=3[CH:47]=2)C=CN=1)=O)(C)(C)C.FC(F)(F)[C:66](O)=[O:67]>CO.C(Cl)Cl>[Cl:60][C:57]1[CH:56]=[CH:55][C:54]([NH:53][C:51]2[N:50]([CH3:61])[C:49]3[CH:62]=[C:63]([O:67][CH3:66])[C:46]([O:45][C:8]4([C:6]([OH:7])=[O:5])[CH:13]=[CH:12][CH:11]=[CH:10][NH:9]4)=[CH:47][C:48]=3[N:52]=2)=[CH:59][CH:58]=1. Procedure: To tert-butyl4-[3-amino-6-methoxy-4-(methylamino)phenoxy]pyridine-2-carboxylate (1 eq) in methanol was added 4-chlorobenzeneisothiocyanate (1 eq) and stir at ambient temperature for 16 h. Formation of the corresponding thiourea was followed by LC/MS. To it was then added iodomethane (1 eq) and heated to 60° C. for 2 h. Formation of tert-butyl4-(2-{[4-chlorophenyl]amino)-1-methylbenzimidazol-5-yloxy)pyridine-2-carboxylate was followed by LC/MS. To it in methylene chloride was added trifluoroaceti... Starting materials: C(C(=O)C)(=O)OC (methyl pyruvate), C(C)(=O)OC(C)=O (acetic anhydride). Reagents/catalysts: C1(=CC=C(C=C1)S(=O)(=O)[O-])C.[NH+]1=CC=CC=C1 (pyridinium p-toluenesulfonate). The solvent is O (water). Product: C(C)(=O)OC(C(=O)OC)=C (methyl 2-acetyloxyacrylate). The yield is 34.7%. RXN SMILES: [C:1]([O:6][CH3:7])(=[O:5])[C:2]([CH3:4])=[O:3].[C:8](OC(=O)C)(=[O:10])[CH3:9]>C1(C)C=CC(S([O-])(=O)=O)=CC=1.[NH+]1C=CC=CC=1.O>[C:8]([O:3][C:2](=[CH2:4])[C:1]([O:6][CH3:7])=[O:5])(=[O:10])[CH3:9] |f:2.3|. Procedure details: 102.1 Grams(1 mole) of methyl pyruvate is dissolved in 204.2 g(2 moles) of acetic anhydride and 5.0 g(20 millimoles) of pyridinium p-toluenesulfonate is added thereto, followed by conducting a reaction at 100 to 110° C. for 7 hours with stirring and refluxing with stirring for 11 hours. After cooling, the reaction solution is poured into 5000 ml of water and the precipitated oily substance is extracted with ethyl ether. The extract layer is washed with water, dried over anhydrous magnesium sulfa...